Task: describe an organic reaction: reactants, conditions, products, and yield. Dataset: the Open Reaction Database (ORD), a public repository of structured organic reaction records The reactants are III, OCC1OC(OC1)=O (glycerin carbonate), [N-]=C=O.[N-]=C=O.C1(=CC=CC=C1)C (toluenediisocyanate), CN(C1CCCCC1)C (dimethylcyclohexylamine), [N-]=C=O.[N-]=C=O.C1(=CC=CC=C1)C (toluenediisocyanate). Solvent: O1CCCC1 (tetrahydofuran), O1CCCC1 (THF). The product is CC=1C(N=C=O)=CC(N=C=O)=CC1 (Toluene Diisocyanate). Reaction SMILES: OCC1COC(=O)O1.CN(C)C1CCCCC1.[N-:18]=[C:19]=[O:20].[N-:21]=[C:22]=[O:23].[C:24]1([CH3:30])[CH:29]=[CH:28][CH:27]=[CH:26][CH:25]=1>O1CCCC1>[CH3:30][C:24]1[C:25](=[CH:26][C:27](=[CH:28][CH:29]=1)[N:21]=[C:22]=[O:23])[N:18]=[C:19]=[O:20] |f:2.3.4|. Procedure details: To a one-liter, round bottom 3-necked flask, fitted with a mechanical stirrer, thermometer and dropping funnel, was added 118 g of glycerin carbonate (I) (1.0 moles) and 200 ml. of dry tetrahydofuran (THF). After addition of 1.0 g dimethylcyclohexylamine (DMCHA), the resulting solution was stirred under nitrogen at ambient temperature. Then, 87 g (1.0 equiv.) of Rubinate® 80/20 (Huntsman Corp.) toluenediisocyanate (TDI) (II) was then added dropwise while controlling the exothermic reaction so th... Starting materials: COC(=O)C=1C(=NOC1C)C1=C(C=CC=C1)F (4-methoxycarbonyl-5-methyl-3-(2-fluorophenyl)isoxazole), CO (MeOH), [OH-].[Na+] (NaOH), Cl (HCl). Run in O (H2O). Yields the product C(=O)(O)C=1C(=NOC1C)C1=C(C=CC=C1)F (4-Carboxy-5-methyl-3-(2-fluorophenyl)isoxazole). Isolated yield 96.2%. As a reaction SMILES: C[O:2][C:3]([C:5]1[C:6]([C:11]2[CH:16]=[CH:15][CH:14]=[CH:13][C:12]=2[F:17])=[N:7][O:8][C:9]=1[CH3:10])=[O:4].CO.[OH-].[Na+].Cl>O>[C:3]([C:5]1[C:6]([C:11]2[CH:16]=[CH:15][CH:14]=[CH:13][C:12]=2[F:17])=[N:7][O:8][C:9]=1[CH3:10])([OH:4])=[O:2] |f:2.3|. Procedure details: A solution of 4-methoxycarbonyl-5-methyl-3-(2-fluorophenyl)isoxazole (2.20 g, 8.84 mmol), MeOH (25 ml), and 2N NaOH (8.8 ml) was heated at 50° C. overnight (19 h). The reaction was cooled to room temperature, diluted with H2O, and acidified (2N HCl) to less than pH 3. The mixture was extracted with EtOAc (twice) and the combined extracts were washed (brine), dried (MgSO4), filtered, and concentrated to give the title compound (1.88 g, 96%). This material was used without further purification. Reaction conditions: time 10 minute. Solvent: O (water). Reaction SMILES: [CH2:1]([P:5](=[O:12])([O:9][CH2:10][CH3:11])[O:6][CH2:7][CH3:8])[CH2:2]C=C.C[N+]1([O-])[CH2:19][CH2:18][O:17]CC1.CC(C)=[O:23]>O.[Os](=O)(=O)(=O)=O>[OH:23][CH:19]([CH2:18][OH:17])[CH2:2][CH2:1][P:5](=[O:12])([O:9][CH2:10][CH3:11])[O:6][CH2:7][CH3:8]. Yield: 71.0%. Procedure: To a solution of diethyl but-3-enylphosphonate (10.2 g, 0.053 mol) in acetone (200 ml) and water (40 ml), was added a trace of osmium tetroxide (1 mg). After stirring for 10 minutes at ambient temperature, 4-methylmorpholine-N-oxide (10.75 g, 0.079 mol) was added in one portion. Stirring was continued overnight under an atmosphere of nitrogen. The solution was concentrated under reduced pressure, and final traces of water removed by azeotroping with benzene and ethanol. The residual brown oil wa... The reagents and catalysts are [Os](=O)(=O)(=O)=O (osmium tetroxide). Reactants: C(CC=C)P(OCC)(OCC)=O (diethyl but-3-enylphosphonate), CC(=O)C (acetone), C[N+]1(CCOCC1)[O-] (4-methylmorpholine-N-oxide). Product: OC(CCP(OCC)(OCC)=O)CO (Diethyl 3,4-dihydroxybutylphosphonate). Starting materials: c1ccc(COc2ccccc2C[P+](c2ccccc2)(c2ccccc2)c2ccccc2)cc1, COCOc1cccc(C=CC=O)c1, CC#N, [Cl-], C1CCC2=NCCCN2CC1. Yields the product COCOc1cccc(C=CC=Cc2ccccc2OCc2ccccc2)c1. RXN SMILES: [CH2:16]([c:17]1[cH:18][cH:19][cH:20][cH:21][cH:22]1)[O:23][c:24]1[c:25]([CH2:26][P+:27]([c:28]2[cH:29][cH:30][cH:31][cH:32][cH:33]2)([c:34]2[cH:35][cH:36][cH:37][cH:38][cH:39]2)[c:40]2[cH:41][cH:42][cH:43][cH:44][cH:45]2)[cH:46][cH:47][cH:48][cH:49]1.[CH3:1][O:2][CH2:3][O:4][c:5]1[cH:6][c:7]([CH:11]=[CH:12][CH:13]=[O:14])[cH:8][cH:9][cH:10]1.[CH3:61][C:62]#[N:63].[Cl-:15].[N:50]12[CH2:51][CH2:52][CH2:53][N:54]=[C:55]1[CH2:56][CH2:57][CH2:58][CH2:59][CH2:60]2>>[CH3:1][O:2][CH2:3][O:4][c:5]1[cH:6][c:7]([CH:11]=[CH:12][CH:13]=[CH:26][c:25]2[c:24]([O:23][CH2:16][c:17]3[cH:18][cH:19][cH:20][cH:21][cH:22]3)[cH:49][cH:48][cH:47][cH:46]2)[cH:8][cH:9][cH:10]1. Starting materials: O=C(CCCC(=O)O)C#C (5-oxohept-6-ynoic acid), C1(=CC=C(C=C1)S)C (p-toluenethiol). Reagents/catalysts: CN(C1=CC=NC=C1)C (4-dimethylaminopyridine). The solvent is ClCCl (dichloromethane), C(C)(=O)OCC (ethyl acetate). Reaction conditions: time 72 hour. Yields the product O=C(CCCC(=O)O)CC(SC1=CC=C(C=C1)C)SC1=CC=C(C=C1)C (5-oxo-7,7-bis(p-tolylthio)heptanoic Acid). As a reaction SMILES: [O:1]=[C:2]([C:9]#[CH:10])[CH2:3][CH2:4][CH2:5][C:6]([OH:8])=[O:7].[C:11]1([CH3:18])[CH:16]=[CH:15][C:14]([SH:17])=[CH:13][CH:12]=1>CN(C)C1C=CN=CC=1.ClCCl.C(OCC)(=O)C>[O:1]=[C:2]([CH2:9][CH:10]([S:17][C:14]1[CH:15]=[CH:16][C:11]([CH3:18])=[CH:12][CH:13]=1)[S:17][C:14]1[CH:15]=[CH:16][C:11]([CH3:18])=[CH:12][CH:13]=1)[CH2:3][CH2:4][CH2:5][C:6]([OH:8])=[O:7]. Procedure details: A mixture of 5-oxohept-6-ynoic acid 3 (1.0 g), 4-dimethylaminopyridine (DMAP, 0.87 g) and p-toluenethiol (1.77 g) dissolved in dry dichloromethane (15 mL) was stirred at room temperature for 72 h. The reaction mixture was then diluted with ethyl acetate (40 mL) and the resulting organic phase washed with acidified water (2×15 mL, made from adding 2 ml of 1N HCl to 250 ml of deionised water) and finally saturated brine (1×10 mL). Volatiles were removed under reduced pressure (rotary evaporation) ... Reactants: ClC1=CC=C(C=C1)SCC(N)=NO (2-(4-Chlorophenylthio)acetamidoxime), ClCC(=O)Cl (chloroacetyl chloride). The solvent is C1(=CC=CC=C1)C (toluene), C1(=CC=CC=C1)C (toluene). The product is ClCC1=NC(=NO1)CSC1=CC=C(C=C1)Cl (5-chloromethyl-3-(4-chlorophenylthiomethyl)-1,2,4-oxadiazole). As a reaction SMILES: [Cl:1][C:2]1[CH:7]=[CH:6][C:5]([S:8][CH2:9][C:10](=[N:12][OH:13])[NH2:11])=[CH:4][CH:3]=1.[Cl:14][CH2:15][C:16](Cl)=O>C1(C)C=CC=CC=1>[Cl:14][CH2:15][C:16]1[O:13][N:12]=[C:10]([CH2:9][S:8][C:5]2[CH:4]=[CH:3][C:2]([Cl:1])=[CH:7][CH:6]=2)[N:11]=1. Reported procedure: 2-(4-Chlorophenylthio)acetamidoxime (21.7 g, 0.1 mol) was stirred in toluene (150 ml) whilst a solution of chloroacetyl chloride (11.3 g, 0.1 mol) in toluene (50 ml) was added dropwise over 20 minutes. The thick suspension was refluxed for 1 hour to give a black mixture which was cooled and then extracted with water and ether. The ether extracts were evaporated to give a brown oil which was chromatographed on silica gel (200 g) and eluted with ether/hexane (2:3) to give 5-chloromethyl-3-(4-chlor... Reactants: hydrochloride salt, CC1=CC=C(C=C1)S(=O)(=O)OCC1OC2=C(C1)C=C(C=C2C2=C(C=CC=C2)C)F ((±)-[5-fluoro-7-(2-methylphenyl)-2,3-dihydro-1-benzofuran-2-yl]methyl 4-methylbenzenesulfonate), CN (methylamine). The product is FC=1C=C(C2=C(CC(O2)CNC)C1)C1=C(C=CC=C1)C ((±)-{[5-fluoro-7-(2-methylphenyl)-2,3-dihydro-1-benzofuran-2-yl]methyl}methylamine). As a reaction SMILES: CC1C=CC(S(O[CH2:12][CH:13]2[CH2:17][C:16]3[CH:18]=[C:19]([F:29])[CH:20]=[C:21]([C:22]4[CH:27]=[CH:26][CH:25]=[CH:24][C:23]=4[CH3:28])[C:15]=3[O:14]2)(=O)=O)=CC=1.[CH3:30][NH2:31]>>[F:29][C:19]1[CH:20]=[C:21]([C:22]2[CH:27]=[CH:26][CH:25]=[CH:24][C:23]=2[CH3:28])[C:15]2[O:14][CH:13]([CH2:12][NH:31][CH3:30])[CH2:17][C:16]=2[CH:18]=1. Reported procedure: The title compound was prepared (0.038 g, 34%) following the general procedure of Example 390 as a white solid, hydrochloride salt from (±)-[5-fluoro-7-(2-methylphenyl)-2,3-dihydro-1-benzofuran-2-yl]methyl 4-methylbenzenesulfonate (0.15 g, 0.36 mmol) and methylamine (0.112 g, 3.60 mmol). mp 102-104° C.